describe an organic reaction: reactants, conditions, products, and yield From a dataset of the Open Reaction Database (ORD), a public repository of structured organic reaction records. The reactants are CC1=NC=2C(=NC3=C(NC2S1)C=CC=C3)N (2-methyl4H-3-thia-1,4,9-triaza-benzo[f]azulen-10-ylamine), FC1=CC=C(C=C1)CC[C@@H]1NCCNC1 ((S)-2-[2-(4-fluoro-phenyl)-ethyl]-piperazine). Product: FC1=CC=C(C=C1)CC[C@H]1CN(CCN1)C1=NC2=C(NC=3SC(=NC13)C)C=CC=C2 ((S)-10-{3-[2-(4-Fluoro-phenyl)-ethyl]-piperazin-1-yl}-2-methyl-4H-3-thia-1,4,9-triaza-benzo[f]azulene). Isolated yield 38.3%. RXN SMILES: [CH3:1][C:2]1[S:11][C:10]2[NH:9][C:8]3[CH:12]=[CH:13][CH:14]=[CH:15][C:7]=3[N:6]=[C:5]([NH2:16])[C:4]=2[N:3]=1.[F:17][C:18]1[CH:23]=[CH:22][C:21]([CH2:24][CH2:25][C@H:26]2[CH2:31]N[CH2:29][CH2:28][NH:27]2)=[CH:20][CH:19]=1>>[F:17][C:18]1[CH:19]=[CH:20][C:21]([CH2:24][CH2:25][C@@H:26]2[NH:27][CH2:28][CH2:29][N:16]([C:5]3[C:4]4[N:3]=[C:2]([CH3:1])[S:11][C:10]=4[NH:9][C:8]4[CH:12]=[CH:13][CH:14]=[CH:15][C:7]=4[N:6]=3)[CH2:31]2)=[CH:22][CH:23]=1. Reported procedure: By a similar method to the method of Example 460, using 2-methyl4H-3-thia-1,4,9-triaza-benzo[f]azulen-10-ylamine(1.21 g, 5.25 mmol) and (S)-2-[2-(4-fluoro-phenyl)-ethyl]-piperazine (1.09 g, 5.25 mmol) to give 0.848 g of the title compound as a tan solid: mass spectrum (ion spray): m/z=422 (M+1); Analysis for C23H24FN5S(0.3 H2O): calcd: C, 64.70; H, 5.81; N, 16.40; found: C, 64.97; H, 5.86; N, 16.15. Product: C(F)(F)(C(F)(F)C(F)(F)C(F)(F)F)OCCCCS(=O)(=O)O[K] (n-C4F9OC4H8SO3K), ammonium salt. As a reaction SMILES: [F-].[K+:2].C1COS(=O)(=O)CC1.[C:11]([O:24][CH2:25][CH2:26][CH2:27][CH2:28][S:29]([OH:32])(=[O:31])=[O:30])([C:14]([C:17]([C:20]([F:23])([F:22])[F:21])([F:19])[F:18])([F:16])[F:15])([F:13])[F:12].[NH4+]>>[C:11]([O:24][CH2:25][CH2:26][CH2:27][CH2:28][S:29]([O:32][K:2])(=[O:31])=[O:30])([C:14]([C:17]([C:20]([F:23])([F:21])[F:22])([F:19])[F:18])([F:16])[F:15])([F:13])[F:12] |f:0.1|. Reported procedure: n-C4F9OC4H8SO3K was prepared from normal-perfluorobutyl acid fluoride, KF and 1,4-butane sultone and isolated in 92% purity as described in U.S. Pat. No. 6,890,452, as FC-11. The sulfonic acid salt was converted to the corresponding acid through an ion-exchange column packaged with acidified Amberlite IR-120 ion-exchange resin. The corresponding ammonium salt was prepared by adjusting the pH of C4F9O(CH2)4SO3H aqueous solution to ˜10 with 10% aqueous ammonium solution. Reactants: C(F)(F)(C(F)(F)C(F)(F)C(F)(F)F)OCCCCS(=O)(=O)O (C4F9O(CH2)4SO3H), sulfonic acid, [NH4+] (ammonium), perfluorobutyl acid fluoride, [F-].[K+] (KF), C1CCS(=O)(=O)OC1 (1,4-butane sultone).